Dataset: the Open Reaction Database (ORD), a public repository of structured organic reaction records. Task: describe an organic reaction: reactants, conditions, products, and yield Starting materials: CCCCI, COc1ccccc1N1CCN(CCn2c(=O)[nH]c3ccsc3c2=O)CC1, CN(C)C=O. Yields the product CCCCn1c(=O)n(CCN2CCN(c3ccccc3OC)CC2)c(=O)c2sccc21. RXN SMILES: [CH2:28]([CH2:29][CH2:30][CH3:31])[I:32].[CH3:1][O:2][c:3]1[c:4]([N:9]2[CH2:10][CH2:11][N:12]([CH2:15][CH2:16][n:17]3[c:18](=[O:27])[nH:19][c:20]4[c:21]([c:22]3=[O:23])[s:24][cH:25][cH:26]4)[CH2:13][CH2:14]2)[cH:5][cH:6][cH:7][cH:8]1.[CH3:33][N:34]([CH3:35])[CH:36]=[O:37]>>[CH3:1][O:2][c:3]1[c:4]([N:9]2[CH2:10][CH2:11][N:12]([CH2:15][CH2:16][n:17]3[c:18](=[O:27])[n:19]([CH2:28][CH2:29][CH2:30][CH3:31])[c:20]4[c:21]([c:22]3=[O:23])[s:24][cH:25][cH:26]4)[CH2:13][CH2:14]2)[cH:5][cH:6][cH:7][cH:8]1. Reactants: O (water), OC1=C(N)C=CC(=C1)C (2-hydroxy-4-methyl aniline), C([O-])([O-])=O.[K+].[K+] (potassium carbonate), BrCCBr (1,2-dibromoethane), gauge-steel. The solvent is C1CCOC1 (THF). Yields the product CC=1C=CC2=C(OCCN2)C1 (3,4-dihydro-7-methyl-2H-benzo[b][1,4]oxazine). The yield is 57.6%. As a reaction SMILES: [OH:1][C:2]1[CH:8]=[C:7]([CH3:9])[CH:6]=[CH:5][C:3]=1[NH2:4].C(=O)([O-])[O-].[K+].[K+].Br[CH2:17][CH2:18]Br.O>C1COCC1>[CH3:9][C:7]1[CH:6]=[CH:5][C:3]2[NH:4][CH2:18][CH2:17][O:1][C:2]=2[CH:8]=1 |f:1.2.3|. Procedure details: A solution of 2-hydroxy-4-methyl aniline (5.0 g, 40 mmol), potassium carbonate (16.56 g, 120 mmol) and 1,2-dibromoethane (3.8 g, 20 mmol) in THF (20 mL) was heated at 100° C. in pressure-gauge-steel vessel for 16 h. The completion of reaction was monitored by LCMS. The reaction mixture was poured into water (40 mL) and extracted with EtOAc (250 mL). The organic layer was dried over sodium sulfate, evaporated and the residue purified by column chromatography to obtain 1.72 g of 3,4-dihydro-7-meth... The reactants are C([O-])([O-])=O.[K+].[K+] (Potassium carbonate), C1CC=C2C3=C1C=1N(C4=C(N3C=C2)CC(C=C4)=O)C=NN1 (1,2-Dihydrobenzo[b]pyrrolo[3,2,1-jk][1,2,4]triazolo[4,3-d][1,4]benzodiazepin-8(7H)-one), ClCC1CC1 ((chloromethyl)cyclopropane). The solvent is CN(C=O)C (dimethylformamide). Conditions: temperature 95 celsius, time 8 hour. The product is C1(CC1)CC1C(C=CC2=C1N1C3=C(C=4N2C=NN4)CCC=C3C=C1)=O (7-(Cyclopropylmethyl)-1,2-dihydrobenzo[b]pyrrolo[3,2,1-jk][1,2,4]triazolo[4,3-d][1,4]benzodiazepin-8-(7H)-one). The yield is 54.8%. RXN SMILES: [CH2:1]1[C:6]2[C:7]3[N:8]([CH:19]=[N:20][N:21]=3)[C:9]3[CH:17]=[CH:16][C:15](=[O:18])[CH2:14][C:10]=3[N:11]3[CH:12]=[CH:13][C:4]([C:5]=23)=[CH:3][CH2:2]1.C(=O)([O-])[O-].[K+].[K+].Cl[CH2:29][CH:30]1[CH2:32][CH2:31]1>CN(C)C=O>[CH:30]1([CH2:29][CH:14]2[C:10]3[N:11]4[CH:12]=[CH:13][C:4]5[C:5]4=[C:6]([CH2:1][CH2:2][CH:3]=5)[C:7]4[N:8]([CH:19]=[N:20][N:21]=4)[C:9]=3[CH:17]=[CH:16][C:15]2=[O:18])[CH2:32][CH2:31]1 |f:1.2.3|. Procedure details: 1,2-Dihydrobenzo[b]pyrrolo[3,2,1-jk][1,2,4]triazolo[4,3-d][1,4]benzodiazepin-8(7H)-one (5.2 g) was dissolved in dimethylformamide (150 ml). Potassium carbonate (0.5 g) was added, followed by (chloromethyl)cyclopropane (2.1 ml). The mixture was stirred at 95° C. overnight, filtered, and evaporated under reduced pressure. The residue was purified by high performance liquid chromatography (1% methanol/dichloromethane) to yield 3.4 g (54.8%) of product. Recrystallization from pentane/ether gave the ... Starting materials: CCO, CCOC1CCC(=O)N1S(=O)(=O)c1ccc([N+](=O)[O-])cc1, [Pd]. Product: CCOC1CCC(=O)N1S(=O)(=O)c1ccc(N)cc1. As a reaction SMILES: [CH3:22][CH2:23][OH:24].[N+:1]([O-:2])(=[O:3])[c:4]1[cH:5][cH:6][c:7]([S:10](=[O:11])(=[O:12])[N:13]2[C:14](=[O:21])[CH2:15][CH2:16][CH:17]2[O:18][CH2:19][CH3:20])[cH:8][cH:9]1.[Pd:25]>>[NH2:1][c:4]1[cH:5][cH:6][c:7]([S:10](=[O:11])(=[O:12])[N:13]2[C:14](=[O:21])[CH2:15][CH2:16][CH:17]2[O:18][CH2:19][CH3:20])[cH:8][cH:9]1.